From a dataset of the Open Reaction Database (ORD), a public repository of structured organic reaction records. describe an organic reaction: reactants, conditions, products, and yield Starting materials: CS(=O)(=O)N (methanesulfonamide), C([O-])([O-])=O.[K+].[K+] (potassium carbonate), O (water), COC1=CC=C(CCl)C=C1 (p-methoxybenzyl chloride). Run in CN(C=O)C (N,N-dimethylformamide). Conditions: time 5 hour. The product is COC1=CC=C(CN(S(=O)(=O)C)CC2=CC=C(C=C2)OC)C=C1 (N,N-bis(4-methoxybenzyl)methanesulfonamide). Yield: 97.0%. Reaction SMILES: [CH3:1][S:2]([NH2:5])(=[O:4])=[O:3].[C:6](=[O:9])([O-])[O-].[K+].[K+].[CH3:12][O:13][C:14]1[CH:21]=[CH:20][C:17]([CH2:18]Cl)=[CH:16][CH:15]=1.O>CN(C)C=O>[CH3:12][O:13][C:14]1[CH:21]=[CH:20][C:17]([CH2:18][N:5]([CH2:18][C:17]2[CH:20]=[CH:21][C:14]([O:9][CH3:6])=[CH:15][CH:16]=2)[S:2]([CH3:1])(=[O:4])=[O:3])=[CH:16][CH:15]=1 |f:1.2.3|. Procedure: To a solution of methanesulfonamide (5 g) in N,N-dimethylformamide (75 mL), potassium carbonate (29.1 g) was added and the resultant reaction mixture was stirred at room temperature for 5 hours. To the solution, p-methoxybenzyl chloride (18.1 g) was added and the resultant reaction mixture was stirred at room temperature for 19 hours. To the reaction solution, water was added and the mixture was extracted with ethyl acetate. The obtained organic phase was dried over anhydrous sodium sulfate. Fro... The reactants are O=Cc1cc(Br)cc(Br)c1, CCO, CCOC(=O)CP(=O)(OCC)OCC, [Na]. Yields the product CCOC(=O)C=Cc1cc(Br)cc(Br)c1. RXN SMILES: [Br:16][c:17]1[cH:18][c:19]([CH:20]=[O:21])[cH:22][c:23]([Br:25])[cH:24]1.[CH3:26][CH2:27][OH:28].[CH3:2][CH2:3][O:4][C:5](=[O:6])[CH2:7][P:8]([O:9][CH2:10][CH3:11])([O:12][CH2:13][CH3:14])=[O:15].[Na:1]>>[CH3:2][CH2:3][O:4][C:5](=[O:6])[CH:7]=[CH:20][c:19]1[cH:18][c:17]([Br:16])[cH:24][c:23]([Br:25])[cH:22]1. Reactants: C=CCN(CC=C)c1nc(C)c(C)c2c1[nH]c(=O)n2Cc1ccccc1, CC#N, O. The product is Cc1nc(N)c2[nH]c(=O)n(Cc3ccccc3)c2c1C. RXN SMILES: [CH2:1]([c:2]1[cH:3][cH:4][cH:5][cH:6][cH:7]1)[n:8]1[c:9](=[O:26])[nH:10][c:11]2[c:12]([N:19]([CH2:20][CH:21]=[CH2:22])[CH2:23][CH:24]=[CH2:25])[n:13][c:14]([CH3:18])[c:15]([CH3:17])[c:16]12.[CH3:27][C:28]#[N:29].[OH2:30]>>[CH2:1]([c:2]1[cH:3][cH:4][cH:5][cH:6][cH:7]1)[n:8]1[c:9](=[O:26])[nH:10][c:11]2[c:12]([NH2:19])[n:13][c:14]([CH3:18])[c:15]([CH3:17])[c:16]12. Starting materials: FC(CNC(=O)C1(C2=CC=CC=C2C=2C=CC=CC12)CCCCBr)(F)F (9-(4-bromo-butyl)-9H-fluorene-9-carboxylic acid-(2,2,2-trifluoro-ethyl)-amide), ClC=1C=CC=C2C=CC(=NC12)N1CCNCC1 (8-chloro-2-piperazin-1-yl-quinoline). Product: FC(CNC(=O)C1(C2=CC=CC=C2C=2C=CC=CC12)CCCCN1CCN(CC1)C1=NC2=C(C=CC=C2C=C1)Cl)(F)F (9-{4-[4-(8-chloro-quinolin-2-yl)-piperazin-1-yl]-butyl}-9H-fluorene-9-carboxylic acid-(2,2,2-trifluoro-ethyl)-amide). Reaction SMILES: [F:1][C:2]([F:26])([F:25])[CH2:3][NH:4][C:5]([C:7]1([CH2:20][CH2:21][CH2:22][CH2:23]Br)[C:19]2[CH:18]=[CH:17][CH:16]=[CH:15][C:14]=2[C:13]2[C:8]1=[CH:9][CH:10]=[CH:11][CH:12]=2)=[O:6].[Cl:27][C:28]1[CH:29]=[CH:30][CH:31]=[C:32]2[C:37]=1[N:36]=[C:35]([N:38]1[CH2:43][CH2:42][NH:41][CH2:40][CH2:39]1)[CH:34]=[CH:33]2>>[F:1][C:2]([F:26])([F:25])[CH2:3][NH:4][C:5]([C:7]1([CH2:20][CH2:21][CH2:22][CH2:23][N:41]2[CH2:42][CH2:43][N:38]([C:35]3[CH:34]=[CH:33][C:32]4[C:37](=[C:28]([Cl:27])[CH:29]=[CH:30][CH:31]=4)[N:36]=3)[CH2:39][CH2:40]2)[C:19]2[CH:18]=[CH:17][CH:16]=[CH:15][C:14]=2[C:13]2[C:8]1=[CH:9][CH:10]=[CH:11][CH:12]=2)=[O:6]. Reported procedure: Prepared analogously to Example 1 from 9-(4-bromo-butyl)-9H-fluorene-9-carboxylic acid-(2,2,2-trifluoro-ethyl)-amide and 8-chloro-2-piperazin-1-yl-quinoline.